Dataset: the Open Reaction Database (ORD), a public repository of structured organic reaction records. Task: describe an organic reaction: reactants, conditions, products, and yield Reactants: solution, COCCO[AlH2-]OCCOC.[Na+] (sodium dihydrido-bis(2-methoxyethoxy)aluminate), C1(=CC=CC=C1)C (toluene), ice, C(C)OC(=O)C=1N=C(SC1)C1=CC(=CC=C1)C=1CC(NC2=C(N1)C=CC(=C2)N2C=CC=C2)=O (2-[3-(4-oxo-7-pyrrol-1-yl-4,5-dihydro-3H-benzo[b][1,4]diazepin-2-yl)-phenyl]-thiazole-4-carboxylic acid ethyl ester). Solvent: C1CCOC1 (THF). Run at time 20 minute. Product: OCC=1N=C(SC1)C=1C=C(C=CC1)C1=NC2=C(NC(C1)=O)C=C(C=C2)N2C=CC=C2 (4-[3-(4-Hydroxymethyl-thiazol-2-yl)-phenyl]-8-pyrrol-1-yl-1,3-dihydro-benzo[b][1,4]diazepin-2-one). Isolated yield 90.1%. RXN SMILES: C([O:3][C:4]([C:6]1[N:7]=[C:8]([C:11]2[CH:16]=[CH:15][CH:14]=[C:13]([C:17]3[CH2:18][C:19](=[O:33])[NH:20][C:21]4[CH:27]=[C:26]([N:28]5[CH:32]=[CH:31][CH:30]=[CH:29]5)[CH:25]=[CH:24][C:22]=4[N:23]=3)[CH:12]=2)[S:9][CH:10]=1)=O)C.COCCO[AlH2-]OCCOC.[Na+].C1(C)C=CC=CC=1>C1COCC1>[OH:3][CH2:4][C:6]1[N:7]=[C:8]([C:11]2[CH:12]=[C:13]([C:17]3[CH2:18][C:19](=[O:33])[NH:20][C:21]4[CH:27]=[C:26]([N:28]5[CH:29]=[CH:30][CH:31]=[CH:32]5)[CH:25]=[CH:24][C:22]=4[N:23]=3)[CH:14]=[CH:15][CH:16]=2)[S:9][CH:10]=1 |f:1.2|. Procedure: To a stirred suspension of 2-[3-(4-oxo-7-pyrrol-1-yl-4,5-dihydro-3H-benzo[b][1,4]diazepin-2-yl)-phenyl]-thiazole-4-carboxylic acid ethyl ester (Example 19) (0.34 g, 0.75 mmol) in THF (35 mL) was added at −20° C. over 40 min in 3 portions a 3.5 M solution of sodium dihydrido-bis(2-methoxyethoxy)aluminate in toluene (0.94 mL, 3.3 mmol). Stirring was continued at −20° C. for 20 min. and the reaction mixture was then poured into ice-cold 10% aqueous acetic acid. The product was extracted with EtOAc ... The reactants are C1(=CC=CC=C1)N1N=C2C(=CNC=3C=CC(=NC23)N2CCNCC2)C1=O (2-Phenyl-8-(piperazin-1-yl)-2,5-dihydro-pyrazolo[4,3-c][1,5]naphthyridin-3-one), N1CCNCC1 (piperazine), FC1=NC=2C=3C(=CNC2C=C1)C(N(N3)C3=NC=CC=C3)=O (8-Fluoro-2-pyridin-2-yl-2,5-dihydro-pyrazolo[4,3-c][1,5]naphthyridin-3-one), CN1CCNCC1 (1-methylpiperazine). The product is CN1CCN(CC1)C1=NC=2C=3C(=CNC2C=C1)C(N(N3)C3=NC=CC=C3)=O (8-(4-Methyl-piperazin-1-yl)-2-pyridin-2-yl-2,5-dihydro-pyrazolo[4,3-c][1,5]naphthyridin-3-one). RXN SMILES: C1(N2C(=O)C3=CNC4C=C[C:16]([N:19]5[CH2:24][CH2:23][NH:22][CH2:21][CH2:20]5)=NC=4C3=N2)C=CC=CC=1.F[C:28]1[CH:37]=[CH:36][C:35]2[NH:34][CH:33]=[C:32]3[C:38](=[O:47])[N:39]([C:41]4[CH:46]=[CH:45][CH:44]=[CH:43][N:42]=4)[N:40]=[C:31]3[C:30]=2[N:29]=1.CN1CCNCC1.N1CCNCC1>>[CH3:16][N:19]1[CH2:24][CH2:23][N:22]([C:28]2[CH:37]=[CH:36][C:35]3[NH:34][CH:33]=[C:32]4[C:38](=[O:47])[N:39]([C:41]5[CH:46]=[CH:45][CH:44]=[CH:43][N:42]=5)[N:40]=[C:31]4[C:30]=3[N:29]=2)[CH2:21][CH2:20]1. Procedure: The title compound was prepared following the procedure described for 6a using 5b and 1-methylpiperazine instead of 5a and piperazine respectively. 1H-NMR (DMSO-d6) δ (ppm): 2.55 (4H, br), 2.77 (3H, brs), 3.80 (4H, br), 7.20 (1H, m), 7.27 (6H, d, J=9.24 Hz), 7.87 (2H, m), 8.20 (1H, d, J=8.24 Hz), 8.48 (1H, m), 8.60 (1H, s). m/z 362.4 (MH+). The reactants are BrC=1C=C(C=O)C=CC1O (3-Bromo-4-hydroxybenzaldehyde), OCCO (1,2-dihydroxyethane), C1(=CC=C(C=C1)S(=O)(=O)O)C (p-toluenesulfonic acid). The solvent is C1(=CC=CC=C1)C (toluene). Product: BrC1=C(C=CC(=C1)C1OCCO1)O (2-Bromo-4-(1,3-dioxolan-2-yl)phenol). The yield is 90.1%. Reaction SMILES: [Br:1][C:2]1[CH:3]=[C:4]([CH:7]=[CH:8][C:9]=1[OH:10])[CH:5]=[O:6].[OH:11][CH2:12][CH2:13]O.C1(C)C=CC(S(O)(=O)=O)=CC=1>C1(C)C=CC=CC=1>[Br:1][C:2]1[CH:3]=[C:4]([CH:5]2[O:11][CH2:12][CH2:13][O:6]2)[CH:7]=[CH:8][C:9]=1[OH:10]. Procedure details: 3-Bromo-4-hydroxybenzaldehyde (2a, 10.0 g, 49.8 mmol) was heated at reflux with 1,2-dihydroxyethane (25 g, 0.4 mol) in toluene (150 mL) in the presence of p-toluenesulfonic acid (950 mg) for 48 h in an apparatus fitted with a Dean-Stark trap. The reaction mixture was concentrated by reduced pressure evaporation, washed with aqueous sodium hydrogen carbonate, water, brine, dried over Na2SO4, evaporated to dryness and then passed through a short silica gel column using a hexanes-ethyl acetate mixt... Starting materials: CCc1cccc(CC)c1N=C=O, NCC(c1ccccc1)c1ccccc1. Product: CCc1cccc(CC)c1NC(=O)NCC(c1ccccc1)c1ccccc1. RXN SMILES: [CH2:1]([CH3:2])[c:3]1[c:4]([N:11]=[C:12]=[O:13])[c:5]([CH2:9][CH3:10])[cH:6][cH:7][cH:8]1.[c:14]1([CH:20]([CH2:21][NH2:22])[c:23]2[cH:24][cH:25][cH:26][cH:27][cH:28]2)[cH:15][cH:16][cH:17][cH:18][cH:19]1>>[CH2:1]([CH3:2])[c:3]1[c:4]([NH:11][C:12](=[O:13])[NH:22][CH2:21][CH:20]([c:14]2[cH:15][cH:16][cH:17][cH:18][cH:19]2)[c:23]2[cH:24][cH:25][cH:26][cH:27][cH:28]2)[c:5]([CH2:9][CH3:10])[cH:6][cH:7][cH:8]1. Reactants: ClCCl, Cc1ccc(Oc2ccc(Nc3ncnc4ccc(NC5=NC6(CCNCC6)CO5)cc34)cc2C)cn1, CC(=O)OC(C)=O, c1ccncc1. Yields the product CC(=O)N1CCC2(CC1)COC(Nc1ccc3ncnc(Nc4ccc(Oc5ccc(C)nc5)c(C)c4)c3c1)=N2. RXN SMILES: [CH2:51]([Cl:52])[Cl:53].[CH3:1][c:2]1[cH:3][c:4]([NH:16][c:17]2[n:18][cH:19][n:20][c:21]3[cH:22][cH:23][c:24]([NH:27][C:28]4=[N:29][C:30]5([CH2:31][O:32]4)[CH2:33][CH2:34][NH:35][CH2:36][CH2:37]5)[cH:25][c:26]23)[cH:5][cH:6][c:7]1[O:8][c:9]1[cH:10][n:11][c:12]([CH3:15])[cH:13][cH:14]1.[CH3:38][C:39](=[O:40])[O:41][C:42](=[O:43])[CH3:44].[cH:45]1[cH:46][cH:47][n:48][cH:49][cH:50]1>>[CH3:1][c:2]1[cH:3][c:4]([NH:16][c:17]2[n:18][cH:19][n:20][c:21]3[cH:22][cH:23][c:24]([NH:27][C:28]4=[N:29][C:30]5([CH2:31][O:32]4)[CH2:33][CH2:34][N:35]([C:39]([CH3:38])=[O:40])[CH2:36][CH2:37]5)[cH:25][c:26]23)[cH:5][cH:6][c:7]1[O:8][c:9]1[cH:10][n:11][c:12]([CH3:15])[cH:13][cH:14]1. Starting materials: CN(C)C=O, COCC1CNCCN1C(=O)C(F)(F)F, Fc1ccc(C(CCCI)c2ccc(F)cc2)cc1, O. Yields the product COCC1CN(CCCC(c2ccc(F)cc2)c2ccc(F)cc2)CCN1C(=O)C(F)(F)F. RXN SMILES: [CH3:16][N:17]([CH3:18])[CH:19]=[O:20].[CH3:1][O:2][CH2:3][CH:4]1[N:5]([C:10]([C:11]([F:12])([F:13])[F:14])=[O:15])[CH2:6][CH2:7][NH:8][CH2:9]1.[I:21][CH2:22][CH2:23][CH2:24][CH:25]([c:26]1[cH:27][cH:28][c:29]([F:32])[cH:30][cH:31]1)[c:33]1[cH:34][cH:35][c:36]([F:39])[cH:37][cH:38]1.[OH2:40]>>[CH3:1][O:2][CH2:3][CH:4]1[N:5]([C:10]([C:11]([F:12])([F:13])[F:14])=[O:15])[CH2:6][CH2:7][N:8]([CH2:22][CH2:23][CH2:24][CH:25]([c:26]2[cH:27][cH:28][c:29]([F:32])[cH:30][cH:31]2)[c:33]2[cH:34][cH:35][c:36]([F:39])[cH:37][cH:38]2)[CH2:9]1.